This data is from the Open Reaction Database (ORD), a public repository of structured organic reaction records. The task is: describe an organic reaction: reactants, conditions, products, and yield Starting materials: N(=NC(=O)N1CCCCC1)C(=O)N1CCCCC1 (1,1′-(Azodicarbonyl)dipiperidine), OC=1C=C2C=C(NC2=CC1)CC(C(=O)OC)C (methyl 3-(5-hydroxyindolyl)-2-methylpropanoate), C(CCC)P(CCCC)CCCC (tri-n-butylphosphine), OCCCNC1=NC=CC=C1 (2-(3-hydroxypropyl)aminopyridine). The solvent is O1CCCC1 (tetrahydrofuran). Run at time 16 hour. Yields the product CC(C(=O)O)CC=1NC2=CC=C(C=C2C1)OCCCNC1=NC=CC=C1 (2-Methyl-3-{5-[3-(2-pyridylamino)propoxy]indolyl}propanoic acid). Yield: 15.7%. Reaction SMILES: N(C(N1CCCCC1)=O)=NC(N1CCCCC1)=O.[OH:19][C:20]1[CH:21]=[C:22]2[C:26](=[CH:27][CH:28]=1)[NH:25][C:24]([CH2:29][CH:30]([CH3:35])[C:31]([O:33]C)=[O:32])=[CH:23]2.O[CH2:37][CH2:38][CH2:39][NH:40][C:41]1[CH:46]=[CH:45][CH:44]=[CH:43][N:42]=1.C(P(CCCC)CCCC)CCC>O1CCCC1>[CH3:35][CH:30]([CH2:29][C:24]1[NH:25][C:26]2[C:22]([CH:23]=1)=[CH:21][C:20]([O:19][CH2:37][CH2:38][CH2:39][NH:40][C:41]1[CH:46]=[CH:45][CH:44]=[CH:43][N:42]=1)=[CH:28][CH:27]=2)[C:31]([OH:33])=[O:32]. Reported procedure: 1,1′-(Azodicarbonyl)dipiperidine (0.13 g, 0.57 mmol) was added to the solution of methyl 3-(5-hydroxyindolyl)-2-methylpropanoate (0.062 g, 0.27 mmol), as prepared in the preceding step, 2-(3-hydroxypropyl)aminopyridine (0.06 g, 0.40 mmol), as prepared in step b of Example 1, and tri-n-butylphosphine (0.11 g, 0.53 mmol) in tetrahydrofuran (6.0 mL). After stirring at ambient temperature overnight (16 h), the reaction was concentrated and the residue was purified by flash chromatography on silica g...